From a dataset of the Open Reaction Database (ORD), a public repository of structured organic reaction records. describe an organic reaction: reactants, conditions, products, and yield Starting materials: CC(=O)O, CCO, NNc1cccc(Cl)c1, NCC(=O)c1ccccc1, O. Product: NCC(=NNc1cccc(Cl)c1)c1ccccc1. RXN SMILES: [C:20]([OH:21])(=[O:22])[CH3:23].[CH3:24][CH2:25][OH:26].[Cl:11][c:12]1[cH:13][c:14]([NH:18][NH2:19])[cH:15][cH:16][cH:17]1.[NH2:1][CH2:2][C:3](=[O:4])[c:5]1[cH:6][cH:7][cH:8][cH:9][cH:10]1.[OH2:27]>>[NH2:1][CH2:2][C:3]([c:5]1[cH:6][cH:7][cH:8][cH:9][cH:10]1)=[N:19][NH:18][c:14]1[cH:13][c:12]([Cl:11])[cH:17][cH:16][cH:15]1.